This data is from the Open Reaction Database (ORD), a public repository of structured organic reaction records. The task is: describe an organic reaction: reactants, conditions, products, and yield Starting materials: FC1=CC(=C(C(=O)NC(C(=O)OCC)C(C2=C(C=CC=C2)C)=O)C=C1)C(F)(F)F (ethyl 2-(4-fluoro-2-trifluoromethylbenzoylamino)-3-oxo-3-o-tolylpropionate), C=1C=CC(=CC1)P(C=2C=CC=CC2)C3=CC=C4C=CC=CC4=C3C5=C6C=CC=CC6=CC=C5P(C=7C=CC=CC7)C=8C=CC=CC8 (BINAP). Reagents/catalysts: CC1=CC=C(C=C1)C(C)C.CC1=CC=C(C=C1)C(C)C.Cl[Ru]Cl.Cl[Ru]Cl (dichloro(p-cymene)ruthenium(II) dimer). The solvent is C(Cl)Cl (methylene chloride), C(Cl)Cl (methylene chloride), C(C)O (ethanol). Product: FC1=CC(=C(C(=O)N[C@H](C(=O)OCC)[C@@H](C2=C(C=CC=C2)C)O)C=C1)C(F)(F)F (Ethyl (2S,3R)-2-(4-fluoro-2-trifluoromethylbenzoylamino)-3-hydroxy-3-o-tolylpropionate). Reaction SMILES: [F:1][C:2]1[CH:25]=[CH:24][C:5]([C:6]([NH:8][CH:9]([C:15](=[O:23])[C:16]2[CH:21]=[CH:20][CH:19]=[CH:18][C:17]=2[CH3:22])[C:10]([O:12][CH2:13][CH3:14])=[O:11])=[O:7])=[C:4]([C:26]([F:29])([F:28])[F:27])[CH:3]=1.C1C=CC(P(C2C(C3C(P(C4C=CC=CC=4)C4C=CC=CC=4)=CC=C4C=3C=CC=C4)=C3C(C=CC=C3)=CC=2)C2C=CC=CC=2)=CC=1>C(Cl)Cl.C(O)C.CC1C=CC(C(C)C)=CC=1.CC1C=CC(C(C)C)=CC=1.Cl[Ru]Cl.Cl[Ru]Cl>[F:1][C:2]1[CH:25]=[CH:24][C:5]([C:6]([NH:8][C@@H:9]([C@H:15]([OH:23])[C:16]2[CH:21]=[CH:20][CH:19]=[CH:18][C:17]=2[CH3:22])[C:10]([O:12][CH2:13][CH3:14])=[O:11])=[O:7])=[C:4]([C:26]([F:27])([F:28])[F:29])[CH:3]=1 |f:4.5.6.7|. Procedure: 4.7 g (0.0114 mol) of ethyl 2-(4-fluoro-2-trifluoromethylbenzoylamino)-3-oxo-3-o-tolylpropionate were dissolved in methylene chloride, the solution was degassed in an ultrasonic bath and 200 mg of catalyst mix were added. The catalyst mix had been prepared beforehand by heating 78 mg of dichloro(p-cymene)ruthenium(II) dimer (RuCl2Cy) and 138 mg of BINAP in methylene chloride and ethanol at 50° C. for 1 h, followed by removal of the solvents. Starting materials: ice water, C(C)(=O)OC(C)=O (acetic anhydride), [N+](=O)(O)[O-] (nitric acid), C(C)(=O)NC1=CC=NN1C1=C(C=C(C=C1F)C(F)(F)F)Cl (5-acetamido-1-(2-chloro-6-fluoro-4-trifluoromethylphenyl)-pyrazole). Run in C(C)(=O)O (acetic acid). Reaction conditions: time 15 hour. Yields the product C(C)(=O)NC1=C(C=NN1C1=C(C=C(C=C1F)C(F)(F)F)Cl)[N+](=O)[O-] (5-acetamido-4-nitro-1-(2-chloro-6-fluoro-4-trifluoromethylphenyl)-pyrazole). Isolated yield 85.0%. RXN SMILES: C(OC(=O)C)(=O)C.[N+:8]([O-:11])(O)=[O:9].[C:12]([NH:15][C:16]1[N:20]([C:21]2[C:26]([F:27])=[CH:25][C:24]([C:28]([F:31])([F:30])[F:29])=[CH:23][C:22]=2[Cl:32])[N:19]=[CH:18][CH:17]=1)(=[O:14])[CH3:13]>C(O)(=O)C>[C:12]([NH:15][C:16]1[N:20]([C:21]2[C:26]([F:27])=[CH:25][C:24]([C:28]([F:30])([F:31])[F:29])=[CH:23][C:22]=2[Cl:32])[N:19]=[CH:18][C:17]=1[N+:8]([O-:11])=[O:9])(=[O:14])[CH3:13]. Procedure: 2 ml (0.021 mol) of acetic anhydride and 0.9 ml (0.02 mol) of 98% strength nitric acid are successively added to 6 g (0.019 mol) of 5-acetamido-1-(2-chloro-6-fluoro-4-trifluoromethylphenyl)-pyrazole in 15 ml of glacial acetic acid at room temperature, and the mixture is stirred at room temperature for 15 hours. For working-up, the reaction mixture is added dropwise to 200 ml of ice-water, and the precipitate formed is filtered off, washed with water and dried in vacuo at 50° C. 5.8 g (85% of the... Starting materials: B(Br)(Br)Br (boron tribromide), NC1=NC(=C(C(=N1)NCCCC)CC=1C=C(C=CC1OC)CC(=O)O)C (2-(3-((2-Amino-4-(butylamino)-6-methylpyrimidin-5-yl)methyl)-4-methoxyphenyl)acetic acid), B(Br)(Br)Br (boron tribromide), CO (MeOH), Cl (HCl). The solvent is C(Cl)Cl (DCM), O1CCOCC1 (dioxane). Conditions: time 3 hour. Product: NC1=NC(=C(C(=N1)NCCCC)CC=1C=C(C=CC1O)CC(=O)OC)C (Methyl 2-(3-((2-amino-4-(butylamino)-6-methylpyrimidin-5-yl)methyl)-4-hydroxyphenyl)acetate). Reaction SMILES: B(Br)(Br)Br.[NH2:5][C:6]1[N:11]=[C:10]([NH:12][CH2:13][CH2:14][CH2:15][CH3:16])[C:9]([CH2:17][C:18]2[CH:19]=[C:20]([CH2:26][C:27]([OH:29])=[O:28])[CH:21]=[CH:22][C:23]=2[O:24]C)=[C:8]([CH3:30])[N:7]=1.[CH3:31]O.Cl>C(Cl)Cl.O1CCOCC1>[NH2:5][C:6]1[N:11]=[C:10]([NH:12][CH2:13][CH2:14][CH2:15][CH3:16])[C:9]([CH2:17][C:18]2[CH:19]=[C:20]([CH2:26][C:27]([O:29][CH3:31])=[O:28])[CH:21]=[CH:22][C:23]=2[OH:24])=[C:8]([CH3:30])[N:7]=1. Procedure: A solution of boron tribromide (2.51 ml, 1M in DCM) was added portionwise over 30 min to a stirred suspension of the product from example 83 step (iv) (300 mg) in DCM (5 mL) at 0° C. The suspension was allowed to warm to rt and stirred for 3 h. A further portion of boron tribromide (1.674 ml, 1M in DCM) was added and the mixture stirred at rt for a further 2 h. MeOH (2 mL) and 4M HCl in dioxane (2 mL) were added and the mixture stirred for 1 h. The solvent was evaporated under reduced pressure a... Reactants: COC(=O)c1cc(Br)cnc1Cl, Oc1ccc(F)cc1. The product is COC(=O)c1cc(Br)cnc1Oc1ccc(F)cc1. As a reaction SMILES: [Br:1][c:2]1[cH:3][n:4][c:5]([Cl:12])[c:6]([C:7](=[O:8])[O:9][CH3:10])[cH:11]1.[F:13][c:14]1[cH:15][cH:16][c:17]([OH:20])[cH:18][cH:19]1>>[Br:1][c:2]1[cH:3][n:4][c:5]([O:20][c:17]2[cH:16][cH:15][c:14]([F:13])[cH:19][cH:18]2)[c:6]([C:7](=[O:8])[O:9][CH3:10])[cH:11]1. The reactants are S(O)(O)(=O)=O (sulfuric acid), [N+](=O)(O)[O-] (nitric acid), COC1=NSC=C1 (3-methoxyisothiazole). Reaction conditions: time 5 hour. The product is [N+](=O)([O-])C=1C(=NSC1)OC (4nitro-3-methoxyisothiazole). As a reaction SMILES: S(=O)(=O)(O)O.[N+:6]([O-:9])(O)=[O:7].[CH3:10][O:11][C:12]1[CH:16]=[CH:15][S:14][N:13]=1>>[N+:6]([C:16]1[C:12]([O:11][CH3:10])=[N:13][S:14][CH:15]=1)([O-:9])=[O:7]. Procedure: To a solution of 10 ml. of concentrated sulfuric acid and 2 g. (0.022 mole) of 70% nitric acid was added over several minutes 2.3 g. (0.02 mole) of 3-methoxyisothiazole. The temperature rose to 40° C. and was controlled at that point by cooling. After stirring for 5 hours the reaction solution was poured into 30 ml. of ice-water to precipitate 0.5 g. (16%) of 4-nitro-3-methoxyisothiazole as a white solid, m.p. 118°-122° C. The reactants are C(C=C)(=O)Cl (acryloyl chloride), C(C=C)(=O)Cl (Acryloyl chloride), CN1C[C@@H]2N(CC[C@@H]2C1)C1=C(C=C(C(=C1)OC)NC1=NC=CC(=N1)C1=CN(C2=CC=CC=C12)C)N (4-[(3aR,6aR)-5-methyl-2,3,3a,4,6,6a-hexahydropyrrolo[3,4-b]pyrrol-1-yl]-6-methoxy-N-[4-(1-methylindol-3-yl)pyrimidin-2-yl]benzene-1,3-diamine), CN1C[C@@H]2N(CC[C@@H]2C1)C1=C(C=C(C(=C1)OC)NC1=NC=CC(=N1)C1=CN(C2=CC=CC=C12)C)N (4-[(3aR,6aR)-5-methyl-2,3,3a,4,6,6a-hexahydropyrrolo[3,4-b]pyrrol-1-yl]-6-methoxy-N-[4-(1-methylindol-3-yl)pyrimidin-2-yl]benzene-1,3-diamine). Solvent: C(Cl)Cl (CH2Cl2), C1CCOC1 (THF), C1CCOC1 (THF), C(Cl)Cl (CH2Cl2). Conditions: temperature -15 celsius, time 1 hour. The product is CN1C[C@@H]2N(CC[C@@H]2C1)C1=C(C=C(C(=C1)OC)NC1=NC=CC(=N1)C1=CN(C2=CC=CC=C12)C)NC(C=C)=O (N-(2-{(3aR,6aR)-5-Methyl-2,3,3a,4,6,6a-hexahydropyrrolo[3,4-b]pyrrol-1-yl}-4-methoxy-5-{[4-(1-methylindol-3-yl)pyrimidin-2-yl]amino}phenyl)prop-2-enamide). Yield: 52.3%. RXN SMILES: [C:1](Cl)(=[O:4])[CH:2]=[CH2:3].[CH3:6][N:7]1[CH2:14][C@@H:13]2[C@@H:9]([N:10]([C:15]3[CH:20]=[C:19]([O:21][CH3:22])[C:18]([NH:23][C:24]4[N:29]=[C:28]([C:30]5[C:38]6[C:33](=[CH:34][CH:35]=[CH:36][CH:37]=6)[N:32]([CH3:39])[CH:31]=5)[CH:27]=[CH:26][N:25]=4)=[CH:17][C:16]=3[NH2:40])[CH2:11][CH2:12]2)[CH2:8]1>C1COCC1.C(Cl)Cl>[CH3:6][N:7]1[CH2:14][C@@H:13]2[C@@H:9]([N:10]([C:15]3[CH:20]=[C:19]([O:21][CH3:22])[C:18]([NH:23][C:24]4[N:29]=[C:28]([C:30]5[C:38]6[C:33](=[CH:34][CH:35]=[CH:36][CH:37]=6)[N:32]([CH3:39])[CH:31]=5)[CH:27]=[CH:26][N:25]=4)=[CH:17][C:16]=3[NH:40][C:1](=[O:4])[CH:2]=[CH2:3])[CH2:11][CH2:12]2)[CH2:8]1. Reported procedure: Acryloyl chloride (41.3 mg, 0.46 mmol) in THF (1 mL) was added dropwise to a stirred solution of 4-[(3aR,6aR)-5-methyl-2,3,3a,4,6,6a-hexahydropyrrolo[3,4-b]pyrrol-1-yl]-6-methoxy-N-[4-(1-methylindol-3-yl)pyrimidin-2-yl]benzene-1,3-diamine (Intermediate 123, 195 mg, 0.42 mmol) in THF (3 mL), cooled in an ice/methanol bath to approximately −15° C. Upon slow addition of the acryloyl chloride a precipitate immediately formed. The mixture was stirred for 1 h while being gradually warmed to 0° C. The ... The reactants are CC(=O)O, O=Cc1ccccc1C=O, O, O=[N+]([O-])O, OCc1ccccc1CO. The product is O=C1OCc2ccccc21. As a reaction SMILES: [CH3:26][C:27](=[O:28])[OH:29].[CH:16](=[O:17])[c:18]1[c:19]([CH:24]=[O:25])[cH:20][cH:21][cH:22][cH:23]1.[OH2:15].[OH:11][N+:12](=[O:13])[O-:14].[c:1]1([CH2:9][OH:10])[c:2]([CH2:7][OH:8])[cH:3][cH:4][cH:5][cH:6]1>>[c:1]12[c:2]([cH:3][cH:4][cH:5][cH:6]1)[C:7](=[O:8])[O:10][CH2:9]2. Starting materials: Cl.C(CCCC=C)(OC)=N (Methyl 5-hexenimidoate hydrochloride), N (NH3). The product is Cl.C(CCCC=C)(N)=N (5-hexenimidamide hydrochloride). Reaction SMILES: [ClH:1].[C:2](=[NH:10])(OC)[CH2:3][CH2:4][CH2:5][CH:6]=[CH2:7].[NH3:11]>>[ClH:1].[C:2](=[NH:10])([NH2:11])[CH2:3][CH2:4][CH2:5][CH:6]=[CH2:7] |f:0.1,3.4|. Reported procedure: Methyl 5-hexenimidoate hydrochloride (P3, 1.5 g) was dissolved in NH3 (2M in MeOH, 46 mL) and the mixture was heated to reflux for 2 h. Volatiles were evaporated in vacuo to give 1.45 g of the title compound as brown solid, which was used in the subsequent step without further purification.